From a dataset of the Open Reaction Database (ORD), a public repository of structured organic reaction records. describe an organic reaction: reactants, conditions, products, and yield Procedure: A mixture of 103 g of resorcinol and 4.6 g of conc. sulfuric acid was heated at 130° C. with stirring, and 58 g of methyl 3,3-dimethylacrylate was added. The mixture was heated at 130° C. for 3 hours with stirring. The reaction mixture was worked up in a customary manner, and the residue after concentration was purified by column chromatography to give 24 g (yield 27%) of 4,4-dimethyl-7-hydroxycoumarin (melting point 84°-85° C.). The product was worked up in the same way as in Referential Exampl... The yield is 24.6%. Reaction conditions: temperature 130 celsius. The product is CC1(CC(OC2=CC(=CC=C12)O)=O)C (4,4-dimethyl-7-hydroxycoumarin). As a reaction SMILES: [C:1]1([CH:8]=[CH:7][CH:6]=[C:4]([OH:5])[CH:3]=1)[OH:2].S(=O)(=O)(O)O.[CH3:14][C:15]([CH3:21])=[CH:16][C:17](OC)=[O:18]>>[CH3:14][C:15]1([CH3:21])[C:8]2[C:1](=[CH:3][C:4]([OH:5])=[CH:6][CH:7]=2)[O:2][C:17](=[O:18])[CH2:16]1. Reactants: C1(O)=CC(O)=CC=C1 (resorcinol), S(O)(O)(=O)=O (sulfuric acid), CC(=CC(=O)OC)C (methyl 3,3-dimethylacrylate). RXN SMILES: [CH2:1]1[O:2][CH2:3][CH2:4][CH2:5]1.[CH2:24]([c:25]1[cH:26][cH:27][cH:28][cH:29][cH:30]1)[O:31][c:32]1[cH:33][c:34](=[O:52])[n:35](-[c:38]2[cH:39][cH:40][c:41]([O:44][Si:45]([C:46]([CH3:47])([CH3:48])[CH3:49])([CH3:50])[CH3:51])[cH:42][cH:43]2)[cH:36][cH:37]1.[CH3:53][CH2:54][O:55][C:56](=[O:57])[CH3:58].[CH3:7][CH2:8][CH2:9][CH2:10][N+:11]([CH2:12][CH2:13][CH2:14][CH3:15])([CH2:16][CH2:17][CH2:18][CH3:19])[CH2:20][CH2:21][CH2:22][CH3:23].[F-:6]>>[CH2:24]([c:25]1[cH:26][cH:27][cH:28][cH:29][cH:30]1)[O:31][c:32]1[cH:33][c:34](=[O:52])[n:35](-[c:38]2[cH:39][cH:40][c:41]([OH:44])[cH:42][cH:43]2)[cH:36][cH:37]1. Starting materials: C1CCOC1, CC(C)(C)[Si](C)(C)Oc1ccc(-n2ccc(OCc3ccccc3)cc2=O)cc1, CCOC(C)=O, CCCC[N+](CCCC)(CCCC)CCCC, [F-]. The product is O=c1cc(OCc2ccccc2)ccn1-c1ccc(O)cc1. Reactants: steel, COC(C1=C(C=CC=C1)CC1=C(C=CC(=C1)Cl)[N+](=O)[O-])=O (2-(5-chloro-2-nitrophenylmethyl)benzoic acid methyl ester), ice water. Run in C(C)(=O)O.O (acetic acid water). Yields the product COC(C1=C(C=CC=C1)CC1=C(C=CC(=C1)Cl)N)=O (2-(2-amino-5-chlorophenylmethyl)benzoic acid methyl ester). The yield is 47.9%. As a reaction SMILES: [CH3:1][O:2][C:3](=[O:21])[C:4]1[CH:9]=[CH:8][CH:7]=[CH:6][C:5]=1[CH2:10][C:11]1[CH:16]=[C:15]([Cl:17])[CH:14]=[CH:13][C:12]=1[N+:18]([O-])=O>C(O)(=O)C.O>[CH3:1][O:2][C:3](=[O:21])[C:4]1[CH:9]=[CH:8][CH:7]=[CH:6][C:5]=1[CH2:10][C:11]1[CH:16]=[C:15]([Cl:17])[CH:14]=[CH:13][C:12]=1[NH2:18] |f:1.2|. Reported procedure: To a solution of 2-(2-nitro-5-chlorophenylmethyl) benzoic acid methyl ester (840 mg; prepared in reference example 3) in a mixture of acetic acid-water (5:1; 12 ml) was added steel powder (768 mg) and the mixture was added for 20 minutes at 80° C. The suspension was poured into ice-water and was extracted with ethyl acetate. The organic layer was washed with water, a saturated aqueous solution of sodium bicarbonate and a saturated aqueous solution of sodium chloride successively, dried, and was ... Reaction SMILES: [C:1]([CH3:2])(=[O:3])[O:4][CH2:5][c:6]1[cH:7][c:8]2[cH:9][cH:10][c:11]([C:16](=[O:17])[OH:18])[cH:12][c:13]2[cH:14][cH:15]1.[C:28]([OH:29])(=[O:30])[CH3:31].[CH3:19][N:20]([N:21]=[O:22])[C:23]([NH2:24])=[O:25].[CH3:32][CH2:33][O:34][CH2:35][CH3:36].[K+:27].[OH-:26]>>[C:1]([CH3:2])(=[O:3])[O:4][CH2:5][c:6]1[cH:7][c:8]2[cH:9][cH:10][c:11]([C:16](=[O:17])[O:18][CH3:19])[cH:12][c:13]2[cH:14][cH:15]1. Product: COC(=O)c1ccc2cc(COC(C)=O)ccc2c1. Reactants: CC(=O)OCc1ccc2cc(C(=O)O)ccc2c1, CC(=O)O, CN(N=O)C(N)=O, CCOCC, [K+], [OH-]. Starting materials: COc1ccc(Br)cn1, [Li]C(C)(C)C, O=C(O)CN(CCN(CC(=O)O)CC(=O)O)CC(=O)O, CCCCC, CO, ClC(Cl)Cl, [Cl-], [Cl-], [Cl-], O=c1ccc2cc(I)ccc2[nH]1, [NH4+], [Na], [Na], C1CCOC1, O, [Zn+2]. Yields the product COc1ccc(-c2ccc3[nH]c(=O)ccc3c2)cn1. RXN SMILES: [Br:1][c:2]1[cH:3][cH:4][c:5]([O:8][CH3:9])[n:6][cH:7]1.[C:10]([Li:11])([CH3:12])([CH3:13])[CH3:14].[CH2:31]([N:32]([CH2:33][C:34]([OH:35])=[O:36])[CH2:37][C:38]([OH:39])=[O:40])[CH2:41][N:42]([CH2:43][C:44]([OH:45])=[O:46])[CH2:47][C:48]([OH:49])=[O:50].[CH3:56][CH2:57][CH2:58][CH2:59][CH3:60].[CH3:65][OH:66].[CH:67]([Cl:68])([Cl:69])[Cl:70].[Cl-:27].[Cl-:62].[Cl-:64].[I:15][c:16]1[cH:17][c:18]2[cH:19][cH:20][c:21](=[O:26])[nH:22][c:23]2[cH:24][cH:25]1.[NH4+:28].[Na:29].[Na:30].[O:51]1[CH2:52][CH2:53][CH2:54][CH2:55]1.[OH2:61].[Zn+2:63]>>[c:2]1(-[c:16]2[cH:17][c:18]3[cH:19][cH:20][c:21](=[O:26])[nH:22][c:23]3[cH:24][cH:25]2)[cH:3][cH:4][c:5]([O:8][CH3:9])[n:6][cH:7]1. The reactants are O (Water), ClC1=CC=C(C=N1)N (6-chloropyridine-3-amine), N1=CC=CC=C1 (pyridine), ClC(=O)OCC(Cl)(Cl)Cl (2,2,2-trichloroethyl chloroformate). The solvent is O1CCCC1 (tetrahydrofuran). Reaction conditions: time 1 hour. Product: ClC1=CC=C(C=N1)NC(OCC(Cl)(Cl)Cl)=O (2,2,2-Trichloroethyl (6-chloropyridin-3-yl)carbamate). Yield: 91.8%. As a reaction SMILES: [Cl:1][C:2]1[N:7]=[CH:6][C:5]([NH2:8])=[CH:4][CH:3]=1.N1C=CC=CC=1.Cl[C:16]([O:18][CH2:19][C:20]([Cl:23])([Cl:22])[Cl:21])=[O:17].O>O1CCCC1>[Cl:1][C:2]1[N:7]=[CH:6][C:5]([NH:8][C:16](=[O:17])[O:18][CH2:19][C:20]([Cl:23])([Cl:22])[Cl:21])=[CH:4][CH:3]=1. Procedure details: To a solution of 6-chloropyridine-3-amine (1.00 g, 7.78 mmol) and pyridine (0.761 ml, 9.33 mmol) in tetrahydrofuran (25 ml) was added 2,2,2-trichloroethyl chloroformate (1.29 ml, 9.33 mmol) with ice-cooling and the mixture was stirred at room temperature for 1 hour. Water was poured into the reaction mixture and the mixture was extracted with ethyl acetate. The extract was washed with water and dried over anhydrous magnesium sulfate and the solvent was distilled off under reduced pressure. Hexan...